Dataset: the Open Reaction Database (ORD), a public repository of structured organic reaction records. Task: describe an organic reaction: reactants, conditions, products, and yield The reactants are N1C=C(C2=CC=CC=C12)C=O (indole-3-carbaldehyde), C(C1=CC=CC=C1)(C1=CC=CC=C1)Cl (benzhydryl chloride). Yields the product C(C1=CC=CC=C1)(C1=CC=CC=C1)N1C=C(C2=CC=CC=C12)C=O (1-benzhydrylindole-3-carbaldehyde). As a reaction SMILES: [NH:1]1[C:9]2[C:4](=[CH:5][CH:6]=[CH:7][CH:8]=2)[C:3]([CH:10]=[O:11])=[CH:2]1.[CH:12](Cl)([C:19]1[CH:24]=[CH:23][CH:22]=[CH:21][CH:20]=1)[C:13]1[CH:18]=[CH:17][CH:16]=[CH:15][CH:14]=1>>[CH:12]([N:1]1[C:9]2[C:4](=[CH:5][CH:6]=[CH:7][CH:8]=2)[C:3]([CH:10]=[O:11])=[CH:2]1)([C:13]1[CH:18]=[CH:17][CH:16]=[CH:15][CH:14]=1)[C:19]1[CH:24]=[CH:23][CH:22]=[CH:21][CH:20]=1. Procedure details: The same procedures used in Example 1 were repeated except for using 870 mg of indole-3-carbaldehyde and benzhydryl chloride in place of the benzyl bromide used in Example 1 to give 852 mg of 1-benzhydrylindole-3-carbaldehyde as brown crystals. The yield thereof was found to be 46%. Starting materials: C([O-])(O)=O.[Na+] (sodium bicarbonate), ClCC(=O)NNC(C(C)(C)C)=O (N′-(chloroacetyl)-2,2-dimethylpropanohydrazide), polyphosphoric acid. Solvent: O (water). Reaction conditions: temperature 90 celsius, time 10 hour. The product is C(C)(C)(C)C=1OC(=NN1)CCl (2-t-butyl-5-(chloromethyl)-1,3,4-oxadiazole). Yield: 92.2%. Reaction SMILES: [Cl:1][CH2:2][C:3]([NH:5][NH:6][C:7](=[O:12])[C:8]([CH3:11])([CH3:10])[CH3:9])=O.C(=O)(O)[O-].[Na+]>O>[C:8]([C:7]1[O:12][C:3]([CH2:2][Cl:1])=[N:5][N:6]=1)([CH3:9])([CH3:10])[CH3:11] |f:1.2|. Reported procedure: A mixture of 1.34 g of N′-(chloroacetyl)-2,2-dimethylpropanohydrazide and 6.6 g of polyphosphoric acid was stirred at 90° C. for 10 hours. The reaction mixture was cooled to room temperature. After 200 ml of water and then sodium bicarbonate were added, the reaction mixture was extracted with ethyl acetate. The organic layer was washed with water, dried over anhydrous sodium sulfate and then concentrated under reduced pressure to obtain 1.12 g of 2-t-butyl-5-(chloromethyl)-1,3,4-oxadiazole. Starting materials: BrCCCCCCCCOC1=CC=C(C=C1)N=NC=1C=CC(=C(C(=O)O)C1)O (5-((4-(8-Bromooctyloxy)phenyl)diazenyl)-2-hydroxybenzoic acid), [N-]=[N+]=[N-].[Na+] (NaN3). Run in CS(=O)C (DMSO), CCOC(=O)C (EtOAc). Run at time 48 hour. The product is N(=[N+]=[N-])CCCCCCCCOC1=CC=C(C=C1)N=NC=1C=CC(=C(C(=O)O)C1)O (5-((4-(8-Azidooctyloxy)phenyl)diazenyl)-2-hydroxybenzoic acid). Isolated yield 91.1%. As a reaction SMILES: Br[CH2:2][CH2:3][CH2:4][CH2:5][CH2:6][CH2:7][CH2:8][CH2:9][O:10][C:11]1[CH:16]=[CH:15][C:14]([N:17]=[N:18][C:19]2[CH:20]=[CH:21][C:22]([OH:28])=[C:23]([CH:27]=2)[C:24]([OH:26])=[O:25])=[CH:13][CH:12]=1.[N-:29]=[N+:30]=[N-:31].[Na+]>CS(C)=O.CCOC(C)=O>[N:29]([CH2:2][CH2:3][CH2:4][CH2:5][CH2:6][CH2:7][CH2:8][CH2:9][O:10][C:11]1[CH:16]=[CH:15][C:14]([N:17]=[N:18][C:19]2[CH:20]=[CH:21][C:22]([OH:28])=[C:23]([CH:27]=2)[C:24]([OH:26])=[O:25])=[CH:13][CH:12]=1)=[N+:30]=[N-:31] |f:1.2|. Procedure: 5-((4-(8-Bromooctyloxy)phenyl)diazenyl)-2-hydroxybenzoic acid (2.50 g, 5.6 mmol) was dissolved in DMSO (40 mL) and NaN3 (1.10 g, 16.9 mmol) was added slowly to the reaction mixture with stirring at room temperature. After 48 h, the mixture was diluted with EtOAc (100 mL), washed with water (4×20 mL), brine (20 mL), dried over Na2SO4, and filtered. Volatiles were removed in vacuo and the residue subjected to column chromatography on silica gel 60 (230-400 mesh) using EtOAc and methanol (98:2) as ... Reactants: O=C1NC2=C(CCN1C1CCN(CC1)C(=O)O[C@H](CC1=CC(=C(C(=C1)C)OCC1=CC=CC=C1)C)C(=O)O)C=CC=C2 ((R)-2-(4-benzyloxy-3,5-dimethyl-phenyl)-1-carboxy-ethyl 4-(2-oxo-1,2,4,5-tetrahydro-1,3-benzodiazepin-3-yl)-piperidine-1-carboxylate), O=S1(CCC(CC1)N1CCNCC1)=O (1-(1,1-dioxo-hexahydro-1λ6-thiopyran-4-yl)-piperazine). Product: O=C1NC2=C(CCN1C1CCN(CC1)C(=O)O[C@@H](C(=O)N1CCN(CC1)C1CCS(CC1)(=O)=O)CC1=CC(=C(C(=C1)C)OCC1=CC=CC=C1)C)C=CC=C2 ((R)-1-(4-benzyloxy-3,5-dimethyl-benzyl)-2-[4-(1,1-dioxo-hexahydro-1λ6 thiopyran-4-yl)-piperazin-1-yl]-2-oxo-ethyl 4-(2-oxo-1,2,4,5-tetrahydro-1,3-benzodiazepin-3-yl)-piperidine-1-carboxylate). RXN SMILES: [O:1]=[C:2]1[N:8]([CH:9]2[CH2:14][CH2:13][N:12]([C:15]([O:17][C@@H:18]([C:36](O)=[O:37])[CH2:19][C:20]3[CH:25]=[C:24]([CH3:26])[C:23]([O:27][CH2:28][C:29]4[CH:34]=[CH:33][CH:32]=[CH:31][CH:30]=4)=[C:22]([CH3:35])[CH:21]=3)=[O:16])[CH2:11][CH2:10]2)[CH2:7][CH2:6][C:5]2[CH:39]=[CH:40][CH:41]=[CH:42][C:4]=2[NH:3]1.[O:43]=[S:44]1(=[O:56])[CH2:49][CH2:48][CH:47]([N:50]2[CH2:55][CH2:54][NH:53][CH2:52][CH2:51]2)[CH2:46][CH2:45]1>>[O:1]=[C:2]1[N:8]([CH:9]2[CH2:14][CH2:13][N:12]([C:15]([O:17][C@H:18]([CH2:19][C:20]3[CH:25]=[C:24]([CH3:26])[C:23]([O:27][CH2:28][C:29]4[CH:34]=[CH:33][CH:32]=[CH:31][CH:30]=4)=[C:22]([CH3:35])[CH:21]=3)[C:36]([N:53]3[CH2:54][CH2:55][N:50]([CH:47]4[CH2:46][CH2:45][S:44](=[O:43])(=[O:56])[CH2:49][CH2:48]4)[CH2:51][CH2:52]3)=[O:37])=[O:16])[CH2:11][CH2:10]2)[CH2:7][CH2:6][C:5]2[CH:39]=[CH:40][CH:41]=[CH:42][C:4]=2[NH:3]1. Procedure: Prepared analogously to Example 1i from 150 mg (0.26 mmol) (R)-2-(4-benzyloxy-3,5-dimethyl-phenyl)-1-carboxy-ethyl 4-(2-oxo-1,2,4,5-tetrahydro-1,3-benzodiazepin-3-yl)-piperidine-1-carboxylate (Example 1g) and 57 mg (0.26 mmol) 1-(1,1-dioxo-hexahydro-1λ6-thiopyran-4-yl)-piperazine. Starting materials: C1(=CC=CS1)CSC(=S)N1CC=2N(C3=CC=CC=C3C2C[C@@H]1C(=O)O)C(=S)SCC1=CC=CS1 ((3R)-2,9-di[(2-thenylthio)thiocarbonyl]-1,2,3,4-tetrahydro-β-carboline-3-carboxylic acid), [N+](=[N-])=C (diazomethane). Solvent: CCOCC (ether). Reaction conditions: time 8 hour. The product is C1(=CC=CS1)CSC(=S)N1CC=2N(C3=CC=CC=C3C2C[C@@H]1C(=O)OC)C(=S)SCC1=CC=CS1 (Methyl (3R)-2,9-di[(2-thenylthio)thiocarbonyl]-1,2,3,4-tetrahydro-β-carboline-3-carboxylate). Isolated yield 48.8%. As a reaction SMILES: [C:1]1([CH2:6][S:7][C:8]([N:10]2[C@@H:22]([C:23]([OH:25])=[O:24])[CH2:21][C:20]3[C:19]4[C:14](=[CH:15][CH:16]=[CH:17][CH:18]=4)[N:13]([C:26]([S:28][CH2:29][C:30]4[S:34][CH:33]=[CH:32][CH:31]=4)=[S:27])[C:12]=3[CH2:11]2)=[S:9])[S:5][CH:4]=[CH:3][CH:2]=1.[N+](=[CH2:37])=[N-]>CCOCC>[C:1]1([CH2:6][S:7][C:8]([N:10]2[C@@H:22]([C:23]([O:25][CH3:37])=[O:24])[CH2:21][C:20]3[C:19]4[C:14](=[CH:15][CH:16]=[CH:17][CH:18]=4)[N:13]([C:26]([S:28][CH2:29][C:30]4[S:34][CH:33]=[CH:32][CH:31]=4)=[S:27])[C:12]=3[CH2:11]2)=[S:9])[S:5][CH:4]=[CH:3][CH:2]=1. Reported procedure: A mixture of (3R)-2,9-di[(2-thenylthio)thiocarbonyl]-1,2,3,4-tetrahydro-β-carboline-3-carboxylic acid (0.3 g), diazomethane [prepared from N-nitrosomethylurea (1.55 g) and 40% KOH (4.5 ml)] and ether (30 ml) is allowed to stand at 0° C. overnight. Undissolved substances are removed by filtration and the filtrate is concentrated to give the title compound (150 mg, 50%) as pale yellow powder.